Dataset: the Open Reaction Database (ORD), a public repository of structured organic reaction records. Task: describe an organic reaction: reactants, conditions, products, and yield The reactants are CC(C)(C)C(=O)O, C=S1C2C(=O)C(=O)N2C(C(=O)O)C1(C)C, CS(=O)(=O)CC(=O)C=P(c1ccccc1)(c1ccccc1)c1ccccc1, c1ccccc1. The product is CC(C)(C)C(=O)O, C=S1C2C(=CC(=O)CS(C)(=O)=O)C(=O)N2C(C(=O)O)C1(C)C. Reaction SMILES: [C:1]([C:2]([CH3:3])([CH3:4])[CH3:5])(=[O:6])[OH:7].[CH2:8]=[S:9]1[C:10]([CH3:21])([CH3:22])[CH:11]([C:18](=[O:19])[OH:20])[N:12]2[C:13](=[O:17])[C:14](=[O:16])[CH:15]12.[CH3:23][S:24](=[O:25])(=[O:26])[CH2:27][C:28](=[O:29])[CH:30]=[P:31]([c:32]1[cH:33][cH:34][cH:35][cH:36][cH:37]1)([c:38]1[cH:39][cH:40][cH:41][cH:42][cH:43]1)[c:44]1[cH:45][cH:46][cH:47][cH:48][cH:49]1.[cH:50]1[cH:51][cH:52][cH:53][cH:54][cH:55]1>>[C:1]([C:2]([CH3:3])([CH3:4])[CH3:5])(=[O:6])[OH:7].[CH2:8]=[S:9]1[C:10]([CH3:21])([CH3:22])[CH:11]([C:18](=[O:19])[OH:20])[N:12]2[C:13](=[O:17])[C:14](=[CH:30][C:28]([CH2:27][S:24]([CH3:23])(=[O:25])=[O:26])=[O:29])[CH:15]12. Reactants: ClCCl, NCCN1CCC(Nc2nc3ccccc3n2Cc2ccc(F)cc2)CC1, O=C(O)c1cc2ccccc2[nH]1. Yields the product O=C(NCCN1CCC(Nc2nc3ccccc3n2Cc2ccc(F)cc2)CC1)c1cc2ccccc2[nH]1. RXN SMILES: [Cl:40][CH2:41][Cl:42].[NH2:13][CH2:14][CH2:15][N:16]1[CH2:17][CH2:18][CH:19]([NH:22][c:23]2[n:24][c:25]3[c:26]([n:27]2[CH2:28][c:29]2[cH:30][cH:31][c:32]([F:35])[cH:33][cH:34]2)[cH:36][cH:37][cH:38][cH:39]3)[CH2:20][CH2:21]1.[nH:1]1[c:2]([C:10](=[O:11])[OH:12])[cH:3][c:4]2[cH:5][cH:6][cH:7][cH:8][c:9]12>>[nH:1]1[c:2]([C:10](=[O:12])[NH:13][CH2:14][CH2:15][N:16]2[CH2:17][CH2:18][CH:19]([NH:22][c:23]3[n:24][c:25]4[c:26]([n:27]3[CH2:28][c:29]3[cH:30][cH:31][c:32]([F:35])[cH:33][cH:34]3)[cH:36][cH:37][cH:38][cH:39]4)[CH2:20][CH2:21]2)[cH:3][c:4]2[cH:5][cH:6][cH:7][cH:8][c:9]12. Reactants: C(C)C1=C(N)C=CC=C1 (2-ethylaniline), C(C)(=O)[O-].[Na+] (sodium acetate), ICl (iodine monochloride). Run in C(C)(=O)O (acetic acid). Reaction conditions: temperature 20 celsius, time 90 minute. Product: C(C)C1=C(N)C=CC(=C1)I (2-Ethyl-4-iodoaniline). RXN SMILES: [CH2:1]([C:3]1[CH:9]=[CH:8][CH:7]=[CH:6][C:4]=1[NH2:5])[CH3:2].C([O-])(=O)C.[Na+].[I:15]Cl>C(O)(=O)C>[CH2:1]([C:3]1[CH:9]=[C:8]([I:15])[CH:7]=[CH:6][C:4]=1[NH2:5])[CH3:2] |f:1.2|. Procedure: To a stirred solution of 2-ethylaniline (1.88 g, available from Aldrich) and sodium acetate (1.27 g) in acetic acid (20 ml) was added iodine monochloride (1 ml, available from Aldrich). The mixture was stirred at 20° C. for 90 min and then the solvent was removed in vacuo. The residue was partitioned between ethyl acetate (25 ml) and saturated aqueous sodium carbonate solution (25 ml). The organic layer was dried using a hydrophobic frit and the solvent was removed in vacuo. Purification by C18 ... Reactants: OS(=O)(=O)O (H2SO4), S1C(=C(C=C1)C1(CCC(O1)=O)C)C=1SC=CC1 (5-([2,2′-bithiophen]-3-yl)-5-methyldihydrofuran-2(3H)-one), C(C)O (ethanol), C(Cl)Cl (CH2Cl2), O (water). The product is CC1(C2=C(SC=C2)C=2SC=CC21)CCC(=O)OCC (Ethyl 3-(4-methyl-4H-cyclopenta[1,2-b:5,4-b′]dithiophen-4-yl)propanoate). Reaction SMILES: OS(O)(=O)=O.[S:6]1[CH:10]=[CH:9][C:8]([C:11]2([CH3:17])[O:15][C:14](=[O:16])[CH2:13][CH2:12]2)=[C:7]1[C:18]1[S:19][CH:20]=[CH:21][CH:22]=1.C(Cl)Cl.O.[CH2:27](O)[CH3:28]>>[CH3:17][C:11]1([CH2:12][CH2:13][C:14]([O:15][CH2:27][CH3:28])=[O:16])[C:22]2[CH:21]=[CH:20][S:19][C:18]=2[C:7]2[S:6][CH:10]=[CH:9][C:8]1=2. Procedure details: H2SO4 (0.30 mL) was added dropwise to a solution of 5-([2,2′-bithiophen]-3-yl)-5-methyldihydrofuran-2(3H)-one (0.030 g, 0.11 mmol) in ethanol (2 mL) under stirring at room temperature. After stirring for 12 h, CH2Cl2 (15 mL) and water (15 mL) were added. The organic layer was separated and the aqueous layer was extracted with CH2Cl2. The combined organic extracts were successively washed with saturated NaHCO3 and brine. After drying over MgSO4, the solvent was removed in vacuo. The crude oil was... The solvent is CC(C)O (isopropyl alcohol), CC(C)O (isopropylalcohol). Reaction SMILES: CC1=CC=C(N)N=C1.[C-]#[N+]C1CCCCC1.OC(=O)COC1=CC=C(C=O)C=C1>>CC1=CN2C(C=C1)=NC(=C2NC1CCCCC1)C1=CC=C(OCC(O)=O)C=C1. The reagents and catalysts are O=C(O)C(F)(F)F (trifluoroacetic acid). Yields the product Cc1ccc2nc(c3ccc(cc3)OCC(O)=O)c(NC3CCCCC3)n2c1. Isolated yield 5.5%. Run at temperature 22 celsius, time 20 hour. The reactants are C(C(O)=O)Oc1ccc(C=O)cc1, CC1=CN=C(C=C1)N, [C-]#[N+]C1CCCCC1. The solvent is C(Cl)Cl (DCM). RXN SMILES: ClC[C:3]([NH:5][CH2:6][C@@H:7]1[CH2:11][CH2:10][CH2:9][N:8]1[C:12](OC(C)(C)C)=O)=[O:4].C(O)(C(F)(F)F)=O.C(=O)([O-])[O-].[Na+].[Na+]>C(Cl)Cl>[CH2:6]1[NH:5][C:3](=[O:4])[CH2:12][N:8]2[CH2:9][CH2:10][CH2:11][C@@H:7]12 |f:2.3.4|. Procedure details: 1,1-Dimethylethyl (2S)-2-{[(chloroacetyl)amino]methyl}-1-pyrrolidinecarboxylate (D11; 1.24, 4.5 mmol), was dissolved in 20 ml of DCM and treated with TFA (5 ml) at room temperature. After 1 h complete conversion into the desired material was observed and the reaction mixture was loaded onto a SCX cartridge. The product obtained after elution with 2M NH3 in MeOH was then dissolved in acetonitrile (30 ml) and treated with sodium carbonate (1.43 g, 10.34 mmol). The reaction mixture was heated at 60... The product is C1[C@H]2N(CC(N1)=O)CCC2 ((8aS)-Hexahydropyrrolo[1,2-a]pyrazin-3(4H)-one). The reactants are C([O-])([O-])=O.[Na+].[Na+] (sodium carbonate), ClCC(=O)NC[C@H]1N(CCC1)C(=O)OC(C)(C)C (1,1-Dimethylethyl (2S)-2-{[(chloroacetyl)amino]methyl}-1-pyrrolidinecarboxylate), desired material, C(=O)(C(F)(F)F)O (TFA). Conditions: temperature 60 celsius. The reactants are ClC1=C(C=CC=C1Cl)S(=O)(=O)NC1=NC=C(N=C1OC)C=O (2,3-dichloro-N-(5-formyl-3-methoxy-2-pyrazinyl)benzenesulphonamide), N1CCOCC1 (morpholine). Yields the product ClC1=C(C=CC=C1Cl)S(=O)(=O)NC1=NC=C(N=C1OC)CN1CCOCC1 (2,3-Dichloro-N-[3-methoxy-5-(4-morpholinylmethyl)-2-pyrazinyl]benzenesulphonamide). Reaction SMILES: [Cl:1][C:2]1[C:7]([Cl:8])=[CH:6][CH:5]=[CH:4][C:3]=1[S:9]([NH:12][C:13]1[C:18]([O:19][CH3:20])=[N:17][C:16]([CH:21]=O)=[CH:15][N:14]=1)(=[O:11])=[O:10].[NH:23]1[CH2:28][CH2:27][O:26][CH2:25][CH2:24]1>>[Cl:1][C:2]1[C:7]([Cl:8])=[CH:6][CH:5]=[CH:4][C:3]=1[S:9]([NH:12][C:13]1[C:18]([O:19][CH3:20])=[N:17][C:16]([CH2:21][N:23]2[CH2:28][CH2:27][O:26][CH2:25][CH2:24]2)=[CH:15][N:14]=1)(=[O:10])=[O:11]. Procedure: Prepared as for Example 107b using 2,3-dichloro-N-(5-formyl-3-methoxy-2-pyrazinyl)benzenesulphonamide (Example 186a) (0.26 g) and morpholine (3.7 mL). Yield 0.057 g.